From a dataset of the Open Reaction Database (ORD), a public repository of structured organic reaction records. describe an organic reaction: reactants, conditions, products, and yield Starting materials: BrCc1ccccc1, O=C([O-])[O-], CCOCC, COC(=O)CN(C(=O)OC(C)(C)C)c1ccc(O)cc1, CC(C)=O, CCOC(C)=O, [K+], [K+]. Yields the product COC(=O)CN(C(=O)OC(C)(C)C)c1ccc(OCc2ccccc2)cc1. RXN SMILES: [Br:21][CH2:22][c:23]1[cH:24][cH:25][cH:26][cH:27][cH:28]1.[C:29](=[O:30])([O-:31])[O-:32].[CH2:45]([O:46][CH2:47][CH3:48])[CH3:49].[CH3:1][O:2][C:3]([CH2:4][N:5]([C:6](=[O:7])[O:8][C:9]([CH3:10])([CH3:11])[CH3:12])[c:13]1[cH:14][cH:15][c:16]([OH:19])[cH:17][cH:18]1)=[O:20].[CH3:35][C:36](=[O:37])[CH3:38].[CH3:39][CH2:40][O:41][C:42](=[O:43])[CH3:44].[K+:33].[K+:34]>>[CH3:1][O:2][C:3]([CH2:4][N:5]([C:6](=[O:7])[O:8][C:9]([CH3:10])([CH3:11])[CH3:12])[c:13]1[cH:14][cH:15][c:16]([O:19][CH2:22][c:23]2[cH:24][cH:25][cH:26][cH:27][cH:28]2)[cH:17][cH:18]1)=[O:20]. The reactants are C1CCOC1, [N-]=[N+]=NCc1cc(Br)ccc1OCCN1CCCC1, O, c1ccc(P(c2ccccc2)c2ccccc2)cc1. Yields the product NCc1cc(Br)ccc1OCCN1CCCC1. Reaction SMILES: [CH2:40]1[O:41][CH2:42][CH2:43][CH2:44]1.[N:20](=[N+:21]=[N-:22])[CH2:23][c:24]1[c:25]([O:26][CH2:27][CH2:28][N:29]2[CH2:30][CH2:31][CH2:32][CH2:33]2)[cH:34][cH:35][c:36]([Br:38])[cH:37]1.[OH2:39].[c:1]1([P:2]([c:3]2[cH:4][cH:5][cH:6][cH:7][cH:8]2)[c:9]2[cH:10][cH:11][cH:12][cH:13][cH:14]2)[cH:15][cH:16][cH:17][cH:18][cH:19]1>>[NH2:20][CH2:23][c:24]1[c:25]([O:26][CH2:27][CH2:28][N:29]2[CH2:30][CH2:31][CH2:32][CH2:33]2)[cH:34][cH:35][c:36]([Br:38])[cH:37]1. Reactants: N#Cc1cc(Br)c(O)c([N+](=O)[O-])c1, CCO, O, O, Cl[Sn](Cl)(Cl)Cl. The product is N#Cc1cc(N)c(O)c(Br)c1. Reaction SMILES: [Br:1][c:2]1[cH:3][c:4]([C:5]#[N:6])[cH:7][c:8]([N+:11]([O-:12])=[O:13])[c:9]1[OH:10].[CH3:21][CH2:22][OH:23].[OH2:14].[OH2:15].[Sn:16]([Cl:17])([Cl:18])([Cl:19])[Cl:20]>>[Br:1][c:2]1[cH:3][c:4]([C:5]#[N:6])[cH:7][c:8]([NH2:11])[c:9]1[OH:10].